From a dataset of the Open Reaction Database (ORD), a public repository of structured organic reaction records. describe an organic reaction: reactants, conditions, products, and yield Starting materials: ClC1=CC(=C(C=C1OCC1=CC=CC=C1)N1C(N(C(=CC1=O)C(F)(F)F)C)=O)F (3-[4-chloro-2-fluoro-5-(phenylmethoxy)phenyl]-1-methyl-6-(trifluoromethyl)-2,4(1H,3H)-pyrimidinedione), [H][H] (hydrogen). The reagents and catalysts are [Pd] (palladium on charcoal). As a reaction SMILES: [Cl:1][C:2]1[C:7]([O:8]CC2C=CC=CC=2)=[CH:6][C:5]([N:16]2[C:21](=[O:22])[CH:20]=[C:19]([C:23]([F:26])([F:25])[F:24])[N:18]([CH3:27])[C:17]2=[O:28])=[C:4]([F:29])[CH:3]=1.[H][H]>[Pd].C(OCC)(=O)C>[Cl:1][C:2]1[C:7]([OH:8])=[CH:6][C:5]([N:16]2[C:21](=[O:22])[CH:20]=[C:19]([C:23]([F:24])([F:26])[F:25])[N:18]([CH3:27])[C:17]2=[O:28])=[C:4]([F:29])[CH:3]=1. Product: ClC1=CC(=C(C=C1O)N1C(N(C(=CC1=O)C(F)(F)F)C)=O)F (3-[4-chloro-2-fluoro-5-(hydroxy)phenyl]-1-methyl-6-(trifluoromethyl)-2,4(1H, 3H) -pyrimidinedione). Run in C(C)(=O)OCC (ethyl acetate). Yield: 58.9%. Procedure: A mixture of 1.12 g (2.61 mmol) of 3-[4-chloro-2-fluoro-5-(phenylmethoxy)phenyl]-1-methyl-6-(trifluoromethyl)-2,4(1H,3H)-pyrimidinedione and 220 mg of 10% palladium on charcoal in 40 mL of ethyl acetate was placed in a Paar bottle and was agitated under 45 psi hydrogen over a 20 hour period. It was filtered and washed with 100 mL of ethyl acetate. The filtrate was concentrated in vacuo and the resultant crude product flash chromatographed over silica gel eluting with a 1:4 v:v mixture of ethyl a... Reported procedure: The solution of (5) (2.4 g, 0.009 mol) in methyl alcohol (25 ml) was added with 1N NaOH (13.5 ml) and the mixture was left under stirring for 8 hours at room temperature. After evaporating the solvent, the residue was diluted with water and 5% monobasic sodium phosphate was added drop by drop to the mixture to adjust pH to 5. The aqueous layer was then extracted with methyl acetate (2×100 ml). The collected organic extracts were dried over Na2SO4 and evaporated under vacuum, then crystallized fr... The reactants are COC(C(C)C1=CC(=CC=C1)C(C1=CC=CC=C1)=O)=O (2-(3′-benzoylphenyl)-propionic acid methyl ester), [OH-].[Na+] (NaOH). Solvent: CO (methyl alcohol). Reaction SMILES: C[O:2][C:3](=[O:20])[CH:4]([C:6]1[CH:11]=[CH:10][CH:9]=[C:8]([C:12](=[O:19])[C:13]2[CH:18]=[CH:17][CH:16]=[CH:15][CH:14]=2)[CH:7]=1)[CH3:5].[OH-].[Na+]>CO>[C:12]([C:8]1[CH:7]=[C:6]([CH:4]([CH3:5])[C:3]([OH:20])=[O:2])[CH:11]=[CH:10][CH:9]=1)(=[O:19])[C:13]1[CH:14]=[CH:15][CH:16]=[CH:17][CH:18]=1 |f:1.2|. Yield: 90.0%. The product is C(C1=CC=CC=C1)(=O)C=1C=C(C=CC1)C(C(=O)O)C (2-(3′-benzoylphenyl)propionic acid). Conditions: time 8 hour.